From a dataset of the Open Reaction Database (ORD), a public repository of structured organic reaction records. describe an organic reaction: reactants, conditions, products, and yield Starting materials: C(C(COCC(COCC(CO)O)O)O)O (triglycerol), C(C(COCC(CO)O)O)O (diglycerol), C(CCCCCCCCC)=O (decanal). The reagents and catalysts are [Pd] (Pd/C). Yields the product C(CCCCCCCCC)OCC(COCC(COCC(CO)O)O)O (3-(3-(3-(decyloxy)-2-hydroxypropoxy)-2-hydroxypropoxy)propane-1,2-diol). The yield is 15.0%. Reaction SMILES: [CH2:1]([OH:16])[CH:2]([OH:15])[CH2:3][O:4][CH2:5][CH:6]([OH:14])[CH2:7][O:8][CH2:9][CH:10]([OH:13])[CH2:11][OH:12].C(O)C(O)COCC(O)CO.[CH:28](=O)[CH2:29][CH2:30][CH2:31][CH2:32][CH2:33][CH2:34][CH2:35][CH2:36][CH3:37]>[Pd]>[CH2:28]([O:12][CH2:11][CH:10]([OH:13])[CH2:9][O:8][CH2:7][CH:6]([OH:14])[CH2:5][O:4][CH2:3][CH:2]([OH:15])[CH2:1][OH:16])[CH2:29][CH2:30][CH2:31][CH2:32][CH2:33][CH2:34][CH2:35][CH2:36][CH3:37]. Reported procedure: The procedure of Example 1 is repeated, except 168.2 g (0.70 mol) of triglycerol from Solvay is used in place of diglycerol, 21.88 g (0.14 mol) of decanal is used in place of nonanal, and 1.1 g of 5% Pd/C is used in place of 1.03 g of 5% Pd/C. After the reaction completion, the product is extracted with diethyl ether (30 mL×7). The solvent is evaporated and a half of the crude product is chromatographed on silica gel using straight ethyl acetate. Appropriate fractions are combined, solvent evapo...